The task is: describe an organic reaction: reactants, conditions, products, and yield. This data is from the Open Reaction Database (ORD), a public repository of structured organic reaction records. The reactants are C(CCC)C1(C(C2=CC(=C(C(=C2C1)Cl)OC)F)=O)CCC(C)=O (2-butyl-4-chloro-6-fluoro-5-methoxy-2-(3-oxobutyl)-1-indanone), C(CCC)C1C(C2=CC(=C(C(=C2C1)Cl)OC)F)=O (2-butyl-4-chloro-6-fluoro-5-methoxy-1-indanone), C(=C)C(=O)C (methyl vinyl ketone), C[O-].[Na+] (sodium methoxide), CO (methanol), N1CCCC1 (pyrrolidine), C(C)(=O)O (acetic acid). Solvent: O1CCCC1 (tetrahydrofuran), C1(=CC=CC=C1)C (toluene). Reaction conditions: time 5.5 hour. The product is C(CCC)C12CC3=C(C(=C(C=C3C2=CC(CC1)=O)F)OC)Cl (9a-butyl-8-chloro-6-fluoro-7-methoxy-1,2,9,9a-tetrahydro-3H-fluoren-3-one). RXN SMILES: C(C1CC2C(=CC(F)=C(OC)C=2Cl)C1=O)CCC.C(C(C)=O)=C.C[O-].[Na+].CO.[CH2:29]([C:33]1([CH2:47][CH2:48][C:49](=[O:51])[CH3:50])[CH2:41][C:40]2[C:35](=[CH:36][C:37]([F:45])=[C:38]([O:43][CH3:44])[C:39]=2[Cl:42])[C:34]1=O)[CH2:30][CH2:31][CH3:32].N1CCCC1.C(O)(=O)C>O1CCCC1.C1(C)C=CC=CC=1>[CH2:29]([C:33]12[CH2:47][CH2:48][C:49](=[O:51])[CH:50]=[C:34]1[C:35]1[C:40](=[C:39]([Cl:42])[C:38]([O:43][CH3:44])=[C:37]([F:45])[CH:36]=1)[CH2:41]2)[CH2:30][CH2:31][CH3:32] |f:2.3|. Procedure: A solution of crude 2-butyl-4-chloro-6-fluoro-5-methoxy-1-indanone (386 mg, 1.4 mmol) in tetrahydrofuran (2.8 mL) was treated with methyl vinyl ketone (0.150 mL, 1.78 mmol) and 0.5N sodium methoxide in methanol (1.1 mL, 0.56 mmol). The mixture was stirred at room temperature for 5.5 hours to effect conversion to 2-butyl-4-chloro-6-fluoro-5-methoxy-2-(3-oxobutyl)-1-indanone. The reaction mixture was diluted with toluene (10 mL), treated with pyrrolidine (0.117 mL, 1.4 mmol) and acetic acid (0.112... Reactants: CC(C)(C)OC(=O)NC(Cc1ccc(-c2ccccc2)cc1)C(=O)O, ClCCl, CN(C)c1ccncc1, OCc1ccccc1. Product: CC(C)(C)OC(=O)NC(Cc1ccc(-c2ccccc2)cc1)C(=O)OCc1ccccc1. RXN SMILES: [C:1]([CH3:2])([CH3:3])([CH3:4])[O:5][C:6](=[O:7])[NH:8][CH:9]([C:10](=[O:11])[OH:12])[CH2:13][c:14]1[cH:15][cH:16][c:17](-[c:20]2[cH:21][cH:22][cH:23][cH:24][cH:25]2)[cH:18][cH:19]1.[CH2:34]([Cl:35])[Cl:36].[CH3:37][N:38]([CH3:39])[c:40]1[cH:41][cH:42][n:43][cH:44][cH:45]1.[OH:26][CH2:27][c:28]1[cH:29][cH:30][cH:31][cH:32][cH:33]1>>[C:1]([CH3:2])([CH3:3])([CH3:4])[O:5][C:6](=[O:7])[NH:8][CH:9]([C:10]([O:11][CH2:27][c:28]1[cH:29][cH:30][cH:31][cH:32][cH:33]1)=[O:12])[CH2:13][c:14]1[cH:15][cH:16][c:17](-[c:20]2[cH:21][cH:22][cH:23][cH:24][cH:25]2)[cH:18][cH:19]1. Reactants: CC(C)(C)C1CCC(C(=O)Cl)CC1, CCC(N)c1nnc(-c2cccc([N+](=O)[O-])c2)[nH]c1=O. Product: CCC(NC(=O)C1CCC(C(C)(C)C)CC1)c1nnc(-c2cccc([N+](=O)[O-])c2)[nH]c1=O. RXN SMILES: [C:21]([CH3:22])([CH3:23])([CH3:24])[CH:25]1[CH2:26][CH2:27][CH:28]([C:31](=[O:32])[Cl:33])[CH2:29][CH2:30]1.[NH2:1][CH:2]([CH2:3][CH3:4])[c:5]1[c:6](=[O:20])[nH:7][c:8](-[c:11]2[cH:12][c:13]([N+:17](=[O:18])[O-:19])[cH:14][cH:15][cH:16]2)[n:9][n:10]1>>[NH:1]([CH:2]([CH2:3][CH3:4])[c:5]1[c:6](=[O:20])[nH:7][c:8](-[c:11]2[cH:12][c:13]([N+:17](=[O:18])[O-:19])[cH:14][cH:15][cH:16]2)[n:9][n:10]1)[C:31]([CH:28]1[CH2:27][CH2:26][CH:25]([C:21]([CH3:22])([CH3:23])[CH3:24])[CH2:30][CH2:29]1)=[O:32]. Reactants: ClC=1C=C(C(=O)OC)C=CC1 (methyl 3-chlorobenzoate), ICI (diiodomethane), O1CCCC1 (tetrahydrofuran), [Sm] (samarium), O1CCCC1 (tetrahydrofuran). Conditions: temperature -10 celsius. The product is ClC=1C=C(C=CC1)C1(CC1)O (1-(3-chlorophenyl)cyclopropanol). As a reaction SMILES: [Cl:1][C:2]1[CH:3]=[C:4]([CH:9]=[CH:10][CH:11]=1)[C:5]([O:7]C)=O.ICI.[Sm].O1CC[CH2:18][CH2:17]1>>[Cl:1][C:2]1[CH:3]=[C:4]([C:5]2([OH:7])[CH2:18][CH2:17]2)[CH:9]=[CH:10][CH:11]=1. Procedure: A solution of methyl 3-chlorobenzoate (0.27 g, 1.58 mmol) and diiodomethane) in anhydrous tetrahydrofuran was added slowly to a vigorously stirred and heated (50° C.) slurry of samarium powder (1.0 g, 6.65 mmol) in tetrahydrofuran over 1.5 hours. After complete addition, the reaction mixture was stirred for 1 hour, than cooled (−10° C.), quenched with 1 N hydrochloric acid over 30 min. The reaction mixture was extracted with ether, dried, filtered and concentrated. Purification by silica gel chr... The reactants are [OH-].[Na+] (NaOH), FC1=C(COC=2N=CN(C(C2CC)=O)C=2C=C(C(=O)OC)C=CC2C)C=CC(=C1)F (methyl 3-[4-[(2,4-difluorobenzyl)oxy]-5-ethyl-6-oxopyrimidin-1(6H)-yl]-4-methylbenzoate), C(CC(O)(C(=O)O)CC(=O)O)(=O)O (citric acid). Run in O1CCOCC1 (dioxane). Run at time 2 hour. Yields the product FC1=C(COC=2N=CN(C(C2CC)=O)C=2C=C(C(=O)O)C=CC2C)C=CC(=C1)F (3-[4-[(2,4-difluorobenzyl)oxy]-5-ethyl-6-oxopyrimidin-1(6H)-yl]-4-methylbenzoic acid). Yield: 94.6%. Reaction SMILES: [F:1][C:2]1[CH:29]=[C:28]([F:30])[CH:27]=[CH:26][C:3]=1[CH2:4][O:5][C:6]1[N:7]=[CH:8][N:9]([C:15]2[CH:16]=[C:17]([CH:22]=[CH:23][C:24]=2[CH3:25])[C:18]([O:20]C)=[O:19])[C:10](=[O:14])[C:11]=1[CH2:12][CH3:13].[OH-].[Na+].C(O)(=O)CC(CC(O)=O)(C(O)=O)O>O1CCOCC1>[F:1][C:2]1[CH:29]=[C:28]([F:30])[CH:27]=[CH:26][C:3]=1[CH2:4][O:5][C:6]1[N:7]=[CH:8][N:9]([C:15]2[CH:16]=[C:17]([CH:22]=[CH:23][C:24]=2[CH3:25])[C:18]([OH:20])=[O:19])[C:10](=[O:14])[C:11]=1[CH2:12][CH3:13] |f:1.2|. Reported procedure: To a suspension of methyl 3-[4-[(2,4-difluorobenzyl)oxy]-5-ethyl-6-oxopyrimidin-1(6H)-yl]-4-methylbenzoate (from Step 3) (0.58 g, 1.40 mmol) in dioxane (2 mL) was added 2N NaOH (1.05 mL, 2.10 mmol). Stirred at ambient temperature for 2 h. Cooled reaction mixture (0° C.), added 5% citric acid to precipitate the product, filtered solid, washed with water, and dried in vacuo. Obtained the product as a pale yellow solid (0.53 g, 95%). Used without further purification. Starting materials: CC(=O)O[BH-](OC(C)=O)OC(C)=O, c1ccc2sc(Oc3ccc(CN4CC5CNCC5C4)cc3)nc2c1, COC(=O)c1ccc(C=O)cc1, CC(=O)O, ClCCl, [Na+]. The product is COC(=O)c1ccc(CN2CC3CN(Cc4ccc(Oc5nc6ccccc6s5)cc4)CC3C2)cc1. RXN SMILES: [C:42]([O:43][BH-:44]([O:45][C:46](=[O:47])[CH3:48])[O:49][C:50](=[O:51])[CH3:52])(=[O:53])[CH3:54].[CH2:1]1[N:2]([CH2:9][c:10]2[cH:11][cH:12][c:13]([O:14][c:15]3[s:16][c:17]4[c:18]([n:19]3)[cH:20][cH:21][cH:22][cH:23]4)[cH:24][cH:25]2)[CH2:3][CH:4]2[CH:5]1[CH2:6][NH:7][CH2:8]2.[CH3:26][O:27][C:28]([c:29]1[cH:30][cH:31][c:32]([CH:35]=[O:36])[cH:33][cH:34]1)=[O:37].[CH3:38][C:39](=[O:40])[OH:41].[Cl:56][CH2:57][Cl:58].[Na+:55]>>[CH2:1]1[N:2]([CH2:9][c:10]2[cH:11][cH:12][c:13]([O:14][c:15]3[s:16][c:17]4[c:18]([n:19]3)[cH:20][cH:21][cH:22][cH:23]4)[cH:24][cH:25]2)[CH2:3][CH:4]2[CH:5]1[CH2:6][N:7]([CH2:35][c:32]1[cH:31][cH:30][c:29]([C:28]([O:27][CH3:26])=[O:37])[cH:34][cH:33]1)[CH2:8]2. Reactants: O=C(OCc1ccccc1)ON1C(=O)CCC1=O, CCN(C(C)C)C(C)C, COC(=O)C(N)CN1C(=O)NC2(CCN(C(=O)OC(C)(C)C)CC2)C1=O, CN(C)C=O. Product: COC(=O)C(CN1C(=O)NC2(CCN(C(=O)OC(C)(C)C)CC2)C1=O)NC(=O)OCc1ccccc1. RXN SMILES: [CH2:36]([c:37]1[cH:38][cH:39][cH:40][cH:41][cH:42]1)[O:43][C:44](=[O:45])[O:46][N:47]1[C:48](=[O:49])[CH2:50][CH2:51][C:52]1=[O:53].[CH:1]([N:2]([CH:3]([CH3:4])[CH3:5])[CH2:6][CH3:7])([CH3:8])[CH3:9].[NH2:10][CH:11]([CH2:12][N:13]1[C:14](=[O:31])[NH:15][C:16]2([C:17]1=[O:18])[CH2:19][CH2:20][N:21]([C:24](=[O:25])[O:26][C:27]([CH3:28])([CH3:29])[CH3:30])[CH2:22][CH2:23]2)[C:32](=[O:33])[O:34][CH3:35].[O:54]=[CH:55][N:56]([CH3:57])[CH3:58]>>[NH:10]([CH:11]([CH2:12][N:13]1[C:14](=[O:31])[NH:15][C:16]2([C:17]1=[O:18])[CH2:19][CH2:20][N:21]([C:24](=[O:25])[O:26][C:27]([CH3:28])([CH3:29])[CH3:30])[CH2:22][CH2:23]2)[C:32](=[O:33])[O:34][CH3:35])[C:44]([O:43][CH2:36][c:37]1[cH:38][cH:39][cH:40][cH:41][cH:42]1)=[O:45]. The reactants are III, 2-[(2-{[1-[2-(dimethylamino)-2-oxethyl]-5-(methyloxy)-1H-indol-6-yl]amino}-1H-pyrrolo[2,3-d]pyrimidin-4-yl)amino]-6-fluorobenzamide, ClC=1N=C(C2=C(N1)N(C=C2)S(=O)(=O)C2=CC=C(C=C2)C)NC2=C(C(=O)N)C(=CC=C2)F (2-({2-chloro-7-[(4-methylphenyl)sulfonyl]-7H-pyrrolo[2,3-d]pyrimidin-4-yl}amino)-6-fluorobenzamide), NC1=C(C=C2CCN(C2=C1)CC(=O)N(C)C)OC (2-[6-amino-5-(methyloxy)-2,3-dihydro-1H-indol-1-yl]-N,N-dimethylacetamide). Yields the product CN(C(CN1C=CC2=CC(=C(C=C12)NC1=NC(=C2C(N1)=NC=C2)NC2=C(C(=O)N)C(=CC=C2)F)OC)=O)C (2-[(2-{[1-[2-(dimethylamino)-2-oxoethyl]-5-(methyloxy)-1H-indol-6-yl]amino}-1H-pyrrolo[2,3-d]pyrimidin-4-yl)amino]-6-fluorobenzamide). Isolated yield 5.7%. As a reaction SMILES: Cl[C:2]1[N:3]=[C:4]([NH:21][C:22]2[CH:30]=[CH:29][CH:28]=[C:27]([F:31])[C:23]=2[C:24]([NH2:26])=[O:25])[C:5]2[CH:10]=[CH:9][N:8](S(C3C=CC(C)=CC=3)(=O)=O)[C:6]=2[N:7]=1.[NH2:32][C:33]1[CH:41]=[C:40]2[C:36]([CH2:37][CH2:38][N:39]2[CH2:42][C:43]([N:45]([CH3:47])[CH3:46])=[O:44])=[CH:35][C:34]=1[O:48][CH3:49]>>[CH3:47][N:45]([CH3:46])[C:43](=[O:44])[CH2:42][N:39]1[C:40]2[C:36](=[CH:35][C:34]([O:48][CH3:49])=[C:33]([NH:32][C:2]3[NH:7][C:6]4=[N:8][CH:9]=[CH:10][C:5]4=[C:4]([NH:21][C:22]4[CH:30]=[CH:29][CH:28]=[C:27]([F:31])[C:23]=4[C:24]([NH2:26])=[O:25])[N:3]=3)[CH:41]=2)[CH:37]=[CH:38]1. Reported procedure: In a manner analogous to General Protocol III, 2-[(2-{[1-[2-(dimethylamino)-2-oxethyl]-5-(methyloxy)-1H-indol-6-yl]amino}-1H-pyrrolo[2,3-d]pyrimidin-4-yl)amino]-6-fluorobenzamide was prepared from 2-({2-chloro-7-[(4-methylphenyl)sulfonyl]-7H-pyrrolo[2,3-d]pyrimidin-4-yl}amino)-6-fluorobenzamide (0.25 g, 0.54 mmol) and 2-[6-amino-5-(methyloxy)-2,3-dihydro-1H-indol-1-yl]-N,N-dimethylacetamide (0.16 g, 0.64 mmol) to afford the title compound (0.016 g, 6% over 3 steps) as a grey solid. LCMS (ESI+) a... Starting materials: FC(C=1C=C2C(C(NC2=CC1)=S)C)(F)F (5-trifluoromethyl-3-methylthio-oxindole), CO (methanol). RXN SMILES: [F:1][C:2]([F:15])([F:14])[C:3]1[CH:4]=[C:5]2[C:9](=[CH:10][CH:11]=1)[NH:8][C:7](=S)[CH:6]2C.C[OH:17]>[Ni].C(Cl)Cl>[F:1][C:2]([F:15])([F:14])[C:3]1[CH:4]=[C:5]2[C:9](=[CH:10][CH:11]=1)[NH:8][C:7](=[O:17])[CH2:6]2. The reagents and catalysts are [Ni] (Raney Nickel). Run in C(Cl)Cl (methylene chloride). Product: FC(C=1C=C2CC(NC2=CC1)=O)(F)F (5-trifluoromethyl-oxindole). Procedure: A mixture of 4.0 g. of 5-trifluoromethyl-3-methylthio-oxindole, 20 g. of Raney Nickel and 100 ml. of methanol is refluxed for 4 days, cooled, treated with methylene chloride, filtered to remove the Raney Nickel and the filtrate concentrated in vacuo to obtain 5-trifluoromethyl-oxindole, m.p. 188°-190° C. Starting materials: NC1=CC=CC=C1 (aniline), C1(CCCO1)=O (γ-butyrolactone), C1(CCCO1)=O (γ-butyrolactone). Solvent: O (water). Yields the product C1(=CC=CC=C1)N1C(CCC1)=O (1-phenyl-azacyclopentan-2-one). Isolated yield 39.1%. As a reaction SMILES: [NH2:1][C:2]1[CH:7]=[CH:6][CH:5]=[CH:4][CH:3]=1.[C:8]1(=O)[O:12][CH2:11][CH2:10][CH2:9]1>O>[C:2]1([N:1]2[CH2:8][CH2:9][CH2:10][C:11]2=[O:12])[CH:7]=[CH:6][CH:5]=[CH:4][CH:3]=1. Procedure details: 9.3 g (0.1M) aniline and 9.5 g (0.11M) γ-butyrolactone were mixed and heated to 200° for 48 hours. The mixture was then placed under high vacuum whereupon unreacted γ-butyrolactone, analine and water were removed. Distillation of the residue at 138°-140°/300 μ gave 6.3 g (39%) of the product. [84% yield, based on reclaimed starting materials.]